Dataset: the Open Reaction Database (ORD), a public repository of structured organic reaction records. Task: describe an organic reaction: reactants, conditions, products, and yield Reactants: C(C)(C)(C)OC(=O)N[C@H]1[C@@H]2N(C(=C(CS2)COC(CC(C)=O)=O)C(=O)O)C1=O (7β-tert-butoxycarbonylamino-3-(3-oxobutyryloxymethyl]-3-cephem-4-carboxylic acid), C(C)#N (acetonitrile), S1C=NC2=C1CCCC2 (4,5,6,7-tetrahydrobenzothiazole), [I-].[K+] (potassium iodide). Run in C(C)(=O)OCC (ethyl acetate), O (water). Conditions: temperature 70 celsius, time 1.5 hour. Product: C(C)(C)(C)OC(=O)N[C@H]1[C@@H]2N(C(=C(CS2)C[N+]2=CSC3=C2CCCC3)C(=O)[O-])C1=O (7β-tert-Butoxycarbonylamino-3-[(4,5,6,7-tetrahydrobenzothiazolium-3-yl)methyl]-3-cephem-4-carboxylate). Yield: 16.3%. RXN SMILES: [C:1]([O:5][C:6]([NH:8][C@@H:9]1[C:27](=[O:28])[N:11]2[C:12]([C:24]([OH:26])=[O:25])=[C:13]([CH2:16]OC(=O)CC(=O)C)[CH2:14][S:15][C@H:10]12)=[O:7])([CH3:4])([CH3:3])[CH3:2].[S:29]1[C:33]2[CH2:34][CH2:35][CH2:36][CH2:37][C:32]=2[N:31]=[CH:30]1.[I-].[K+].C(#N)C>C(OCC)(=O)C.O>[C:1]([O:5][C:6]([NH:8][C@@H:9]1[C:27](=[O:28])[N:11]2[C:12]([C:24]([O-:26])=[O:25])=[C:13]([CH2:16][N+:31]3[C:32]4[CH2:37][CH2:36][CH2:35][CH2:34][C:33]=4[S:29][CH:30]=3)[CH2:14][S:15][C@H:10]12)=[O:7])([CH3:3])([CH3:4])[CH3:2] |f:2.3|. Procedure: A mixture consisting of 4.0 g of 7β-tert-butoxycarbonylamino-3-(3-oxobutyryloxymethyl]-3-cephem-4-carboxylic acid, 3.0 g of 4,5,6,7-tetrahydrobenzothiazole, 4 g of potassium iodide, 10 ml of acetonitrile and 10 ml of water is stirred at 70° C. for 1.5 hours. To the reaction mixture is added 30 ml of ethyl acetate and the mixture is stirred. After letting the mixture stand, the upper layer is removed by decanting. To the lower layer is added 30 ml of ethyl acetate and the same work-up is repeated... The reactants are OC[C@]12CCC(C(=C1CC[C@H]1[C@@H]3CC[C@@H]([C@@]3(C)CC[C@H]21)O[Si](C2=CC=CC=C2)(C2=CC=CC=C2)C2=CC=CC=C2)C)=O (19-hydroxy-4-methyl-17β-triphenylsiloxy-androst-4-en-3-one), CC(=O)C.OS(=O)(=O)O.O=[Cr](=O)=O (Jones Reagent). Solvent: CC(=O)C (acetone). Product: CC1=C2CC[C@H]3[C@@H]4CC[C@@H]([C@@]4(C)CC[C@@H]3[C@]2(CCC1=O)C=O)O[Si](C1=CC=CC=C1)(C1=CC=CC=C1)C1=CC=CC=C1 (4-methyl-17β-triphenylsiloxy-4-androstene-3,19-dione). RXN SMILES: [OH:1][CH2:2][C@@:3]12[C@@H:20]3[C@H:11]([C@H:12]4[C@@:16]([CH2:18][CH2:19]3)([CH3:17])[C@@H:15]([O:21][Si:22]([C:35]3[CH:40]=[CH:39][CH:38]=[CH:37][CH:36]=3)([C:29]3[CH:34]=[CH:33][CH:32]=[CH:31][CH:30]=3)[C:23]3[CH:28]=[CH:27][CH:26]=[CH:25][CH:24]=3)[CH2:14][CH2:13]4)[CH2:10][CH2:9][C:8]1=[C:7]([CH3:41])[C:6](=[O:42])[CH2:5][CH2:4]2.CC(C)=O.OS(O)(=O)=O.O=[Cr](=O)=O>CC(C)=O>[CH3:41][C:7]1[C:6](=[O:42])[CH2:5][CH2:4][C@@:3]2([CH:2]=[O:1])[C:8]=1[CH2:9][CH2:10][C@@H:11]1[C@@H:20]2[CH2:19][CH2:18][C@@:16]2([CH3:17])[C@H:12]1[CH2:13][CH2:14][C@@H:15]2[O:21][Si:22]([C:23]1[CH:24]=[CH:25][CH:26]=[CH:27][CH:28]=1)([C:35]1[CH:40]=[CH:39][CH:38]=[CH:37][CH:36]=1)[C:29]1[CH:30]=[CH:31][CH:32]=[CH:33][CH:34]=1 |f:1.2.3|. Procedure details: To a solution of 19-hydroxy-4-methyl-17β-triphenylsiloxy-androst-4-en-3-one in acetone chilled to 10° C. is added one equivalent of Jones Reagent. After 30 miutes, the acetone layer is decanted and poured onto water with vigorous stirring. The solid is filtered, dried in a vacuum oven and crystallized from hexane to yield 4-methyl-17β-triphenylsiloxy-4-androstene-3,19-dione. Starting materials: [O-2].[Ca+2] (calcium oxide), [OH-].[Ca+2].[OH-] (calcium hydroxide), OP(=O)(O)O (H3PO4). Product: P(=O)([O-])([O-])[O-].[Ca+2].[Ca+2].[Ca+2].P(=O)([O-])([O-])[O-] (tricalcium phosphate). Procedure details: 1,000 ml. of distilled water were placed in a 2 liter Erlenmeyer flask. 243 gms. of calcium oxide were added with stirring. A great amount of heat accompanied the formation of calcium hydroxide. 500 gms of 85% H3PO4 were added slowly. Heat was also evolved. The suspension was stirred for 1/2 hour and then allowed to settle. The white tricalcium phosphate formed was filtered and placed in an oven at 100° C. overnight to dry. Run in O (water). RXN SMILES: [O-2].[Ca+2:2].[OH-].[Ca+2].[OH-].[OH:6][P:7]([OH:10])([OH:9])=[O:8]>O>[P:7]([O-:10])([O-:9])([O-:8])=[O:6].[Ca+2:2].[Ca+2:2].[Ca+2:2].[P:7]([O-:10])([O-:9])([O-:8])=[O:6] |f:0.1,2.3.4,7.8.9.10.11|.